This data is from the Open Reaction Database (ORD), a public repository of structured organic reaction records. The task is: describe an organic reaction: reactants, conditions, products, and yield The reactants are ClC1=C(C(=O)O)C=CC=C1Cl (2,3-dichlorobenzoic acid), FC(C1(CC1)CC(CN)C=1C=NC(=CC1)C(F)(F)F)(F)F (3-(1-trifluoromethyl-cyclopropyl)-2-(6-trifluoromethyl-pyridin-3-yl)-propylamine). Yields the product ClC1=C(C(=O)NCC(CC2(CC2)C(F)(F)F)C=2C=NC(=CC2)C(F)(F)F)C=CC=C1Cl (2,3-Dichloro-N-[3-[1-(trifluoromethyl)cyclopropyl]-2-[6-(trifluoromethyl)-3-pyridyl]propyl]benzamide). As a reaction SMILES: [Cl:1][C:2]1[C:10]([Cl:11])=[CH:9][CH:8]=[CH:7][C:3]=1[C:4]([OH:6])=O.[F:12][C:13]([F:32])([F:31])[C:14]1([CH2:17][CH:18]([C:21]2[CH:22]=[N:23][C:24]([C:27]([F:30])([F:29])[F:28])=[CH:25][CH:26]=2)[CH2:19][NH2:20])[CH2:16][CH2:15]1>>[Cl:1][C:2]1[C:10]([Cl:11])=[CH:9][CH:8]=[CH:7][C:3]=1[C:4]([NH:20][CH2:19][CH:18]([C:21]1[CH:22]=[N:23][C:24]([C:27]([F:30])([F:28])[F:29])=[CH:25][CH:26]=1)[CH2:17][C:14]1([C:13]([F:12])([F:31])[F:32])[CH2:15][CH2:16]1)=[O:6]. Procedure details: From 2,3-dichlorobenzoic acid and 3-(1-trifluoromethyl-cyclopropyl)-2-(6-trifluoromethyl-pyridin-3-yl)-propylamine. LCMS (MH+): m/z=485.1, tR (minutes, Method G)=2.74 Reactants: Cl (hydrochloric acid), C(#N)C1=CC=C(C=N1)C1=CC=CC=2N(C3=CC=CC=C3C12)C1=CC(=C(C(=O)OC(C)(C)C)C=C1)NCCCO (2-methylpropan-2-yl 4-[4-(6-cyanopyridin-3-yl)-9H-carbazol-9-yl]-2-[(3-hydroxypropyl)amino]benzoate). The solvent is O1CCOCC1 (dioxane). Run at temperature 100 celsius. Product: C(#N)C1=CC=C(C=N1)C1=CC=CC=2N(C3=CC=CC=C3C12)C1=CC(=C(C(=O)O)C=C1)NCCCO (4-[4-(6-cyanopyridin-3-yl)-9H-carbazol-9-yl]-2-[(3-hydroxypropyl)amino]benzoic acid). Yield: 30.4%. RXN SMILES: Cl.[C:2]([C:4]1[N:9]=[CH:8][C:7]([C:10]2[C:22]3[C:21]4[C:16](=[CH:17][CH:18]=[CH:19][CH:20]=4)[N:15]([C:23]4[CH:35]=[CH:34][C:26]([C:27]([O:29]C(C)(C)C)=[O:28])=[C:25]([NH:36][CH2:37][CH2:38][CH2:39][OH:40])[CH:24]=4)[C:14]=3[CH:13]=[CH:12][CH:11]=2)=[CH:6][CH:5]=1)#[N:3]>O1CCOCC1>[C:2]([C:4]1[N:9]=[CH:8][C:7]([C:10]2[C:22]3[C:21]4[C:16](=[CH:17][CH:18]=[CH:19][CH:20]=4)[N:15]([C:23]4[CH:35]=[CH:34][C:26]([C:27]([OH:29])=[O:28])=[C:25]([NH:36][CH2:37][CH2:38][CH2:39][OH:40])[CH:24]=4)[C:14]=3[CH:13]=[CH:12][CH:11]=2)=[CH:6][CH:5]=1)#[N:3]. Procedure details: 8 ml of 1N hydrochloric acid are added to a solution of 0.7 g of 2-methylpropan-2-yl 4-[4-(6-cyanopyridin-3-yl)-9H-carbazol-9-yl]-2-[(3-hydroxypropyl)amino]benzoate in 10 ml of dioxane. The reaction mixture is heated at 100° C. in a microwave for 2 hours and then concentrated under reduced pressure. The residue is purified by silica gel chromatography, elution being carried out with a mixture of dichloromethane and methanol (96/4 by volume), so as to give 190 mg of 4-[4-(6-cyanopyridin-3-yl)-9H-...